Dataset: the Open Reaction Database (ORD), a public repository of structured organic reaction records. Task: describe an organic reaction: reactants, conditions, products, and yield Starting materials: C1CCNCC1, ClCCl, [Na+], O=C([O-])O, O=C(Cl)c1cnc2c(c1)N(S(=O)(=O)c1ccccc1)CCO2. Product: O=C(c1cnc2c(c1)N(S(=O)(=O)c1ccccc1)CCO2)N1CCCCC1. RXN SMILES: [CH2:23]1[CH2:24][CH2:25][NH:26][CH2:27][CH2:28]1.[Cl:29][CH2:30][Cl:31].[Na+:36].[O-:32][C:33]([OH:34])=[O:35].[c:1]1([S:7](=[O:8])(=[O:9])[N:10]2[c:11]3[c:12]([n:16][cH:17][c:18]([C:20](=[O:21])[Cl:22])[cH:19]3)[O:13][CH2:14][CH2:15]2)[cH:2][cH:3][cH:4][cH:5][cH:6]1>>[c:1]1([S:7](=[O:8])(=[O:9])[N:10]2[c:11]3[c:12]([n:16][cH:17][c:18]([C:20](=[O:21])[N:26]4[CH2:25][CH2:24][CH2:23][CH2:28][CH2:27]4)[cH:19]3)[O:13][CH2:14][CH2:15]2)[cH:2][cH:3][cH:4][cH:5][cH:6]1. Reactants: C1(CCCCCC1)C(=O)OCC (ethyl cycloheptane carboxylate), [Li+].CC(C)[N-]C(C)C (LDA), COC1=C(CBr)C=CC=C1OC (2,3-Dimethoxybenzyl Bromide). Run in C(C)O (ethanol), C1CCOC1 (THF), C1CCOC1 (THF). Run at temperature -78 celsius, time 45 minute. The product is COC1=C(CC2(CCCCCC2)C(=O)OCC)C=CC=C1OC (Ethyl 1-(2,3-dimethoxybenzyl)cycloheptane Carboxylate). Reaction SMILES: [CH:1]1([C:8]([O:10][CH2:11][CH3:12])=[O:9])[CH2:7][CH2:6][CH2:5][CH2:4][CH2:3][CH2:2]1.[Li+].CC([N-]C(C)C)C.[CH3:21][O:22][C:23]1[C:30]([O:31][CH3:32])=[CH:29][CH:28]=[CH:27][C:24]=1[CH2:25]Br>C(O)C.C1COCC1>[CH3:21][O:22][C:23]1[C:30]([O:31][CH3:32])=[CH:29][CH:28]=[CH:27][C:24]=1[CH2:25][C:1]1([C:8]([O:10][CH2:11][CH3:12])=[O:9])[CH2:7][CH2:6][CH2:5][CH2:4][CH2:3][CH2:2]1 |f:1.2|. Procedure: To a stirred solution of ethyl cycloheptane carboxylate (14 g, 82.4 mmol, prepared by esterification of the acid, which was obtained from Aldrich, by refluxing in ethanol in the presence of an acid catalyst), in 600 mL anhydrous THF cooled to -78° C. was added 60 mL of 1.5M LDA (monotetrahydrofuran in hexane, Aldrich) via syringe. The resulting light yellow reaction solution was stirred at -78° C. for 45 min and the benzyl bromide (from step A above) was added (19 g dissolved in 75 mL of THF, 82... Reactants: CCN=C=NCCCN(C)C, ClCCl, CC(C)Cn1ncc2cc(Oc3ccc(F)cc3F)c(C(=O)O)cc21, O=C1CCC(=O)N1O. The product is CC(C)Cn1ncc2cc(Oc3ccc(F)cc3F)c(C(=O)ON3C(=O)CCC3=O)cc21. As a reaction SMILES: [CH3:26][CH2:27][N:28]=[C:29]=[N:30][CH2:31][CH2:32][CH2:33][N:34]([CH3:35])[CH3:36].[Cl:45][CH2:46][Cl:47].[F:1][c:2]1[c:3]([O:4][c:5]2[cH:6][c:7]3[cH:8][n:9][n:10]([CH2:17][CH:18]([CH3:19])[CH3:20])[c:11]3[cH:12][c:13]2[C:14](=[O:15])[OH:16])[cH:21][cH:22][c:23]([F:25])[cH:24]1.[OH:37][N:38]1[C:39](=[O:44])[CH2:40][CH2:41][C:42]1=[O:43]>>[F:1][c:2]1[c:3]([O:4][c:5]2[cH:6][c:7]3[cH:8][n:9][n:10]([CH2:17][CH:18]([CH3:19])[CH3:20])[c:11]3[cH:12][c:13]2[C:14]([O:15][N:38]2[C:39](=[O:44])[CH2:40][CH2:41][C:42]2=[O:43])=[O:16])[cH:21][cH:22][c:23]([F:25])[cH:24]1. Reactants: glycidic ester, 4' substituted phenyl, 3'-(4'-fluorophenylfuran-2-carboxylic acid methyl ester), COC(CC(CC1=CC=C(C=C1)F)=O)OC (4,4-dimethoxy-1-(4'-fluorophenyl)-2-butanone), COCCC(CC1=CC=CC(=C1)OC)=O (4,5-dimethoxy-1-phenyl-2-butanone), COC(=O)C=1OC=CC1C1=CC=CC=C1 (3-phenylfuran-2-carboxylic acid methyl ester). The product is O1C2=C(C=C1)C=1C=CC=CC1C2=O (8H-indeno[2,1-b]furan-8-one), O1C2=C(C=C1)C=1C=CC=CC1C2 (8H-indeno[2,1-b]furan), furoic ester. As a reaction SMILES: COCCC(=O)CC1C=C(OC)C=CC=1.COC(OC)CC(=O)CC1C=CC(F)=CC=1.CO[C:34]([C:36]1[O:37][CH:38]=[CH:39][C:40]=1[C:41]1[CH:46]=[CH:45][CH:44]=[CH:43][CH:42]=1)=[O:35]>>[O:37]1[CH:38]=[CH:39][C:40]2[C:41]3[CH:42]=[CH:43][CH:44]=[CH:45][C:46]=3[C:34](=[O:35])[C:36]1=2.[O:37]1[CH:38]=[CH:39][C:40]2[C:41]3[CH:46]=[CH:45][CH:44]=[CH:43][C:42]=3[CH2:34][C:36]1=2. Procedure: Synthetic substrates 8H-indeno[2,1-b]furan-8-one and 8H-indeno[2,1-b]furan and their derivatives are prepared in accordance with the following. Substituted and unsubstituted 3-arylfuran-2-carboxylic acids are prepared according to a general procedure of Burgess, J. Org. Chem., 21, 102 (1956), wherein, 4,5-dimethoxy-1-phenyl-2-butanone and related 2' to 4' substituted phenyl analogs (e.g., 4,4-dimethoxy-1-(4'-fluorophenyl)-2-butanone, prepared according to the general procedure of Royals and Bran... Starting materials: C(CCCCCCCCCCCCCCCCCCCCCCCCCCCCC)(=O)O (triacontanoic acid), S(=O)(Cl)Cl (thionyl chloride), acid. Run in C(Cl)(Cl)Cl (chloroform). Reaction conditions: temperature 40 celsius. The product is C(CCCCCCCCCCCCCCCCCCCCCCCCCCCCC)O (Triacontanol), ester. RXN SMILES: [C:1](O)(=[O:31])[CH2:2][CH2:3][CH2:4][CH2:5][CH2:6][CH2:7][CH2:8][CH2:9][CH2:10][CH2:11][CH2:12][CH2:13][CH2:14][CH2:15][CH2:16][CH2:17][CH2:18][CH2:19][CH2:20][CH2:21][CH2:22][CH2:23][CH2:24][CH2:25][CH2:26][CH2:27][CH2:28][CH2:29][CH3:30].S(Cl)(Cl)=O>C(Cl)(Cl)Cl>[CH2:1]([OH:31])[CH2:2][CH2:3][CH2:4][CH2:5][CH2:6][CH2:7][CH2:8][CH2:9][CH2:10][CH2:11][CH2:12][CH2:13][CH2:14][CH2:15][CH2:16][CH2:17][CH2:18][CH2:19][CH2:20][CH2:21][CH2:22][CH2:23][CH2:24][CH2:25][CH2:26][CH2:27][CH2:28][CH2:29][CH3:30]. Procedure details: Triacontanol is prepared from triacontanoic acid by suspending 0.1 mol of the acid in 40 ml of anhydrous chloroform followed by the addition of thionyl chloride while maintaining the temperature at 40° C. for 2 hours. Chloroform and excess thionyl chloride were removed in a rotary evaporator, and the resulting acid chloride was reacted with 10 ml of absolute ethanol to form the ester. Excess ethanol was removed in a similar manner, and the ester was dissolved in 100 ml of anhydrous ether. The reactants are CC=1C=CC=2C3=C(C(N(C13)CC1=CC=CC=C1)=S)C=CC2 (8-methyl-1-(phenylmethyl)benz[cd]indole-2(1H)-thione), N1(C=NC=C1)CCCN (1H-imidazole-1-propanamine), C(C)O (ethanol), mercuric acetate. Run in CN(C=O)C (dimethylformamide). Yields the product CC=1C=CC=2C3=C(C(N(C13)CC1=CC=CC=C1)=NCCCN1C=NC=C1)C=CC2 (N-[8-Methyl-1-(phenylmethyl)benz[cd]indol-2(1H)-ylidene]-1H-imidazole-1-propanamine). As a reaction SMILES: [CH3:1][C:2]1[CH:3]=[CH:4][C:5]2[C:6]3[C:10]=1[N:9]([CH2:11][C:12]1[CH:17]=[CH:16][CH:15]=[CH:14][CH:13]=1)[C:8](=S)[C:7]=3[CH:19]=[CH:20][CH:21]=2.[N:22]1([CH2:27][CH2:28][CH2:29][NH2:30])[CH:26]=[CH:25][N:24]=[CH:23]1.C(O)C>CN(C)C=O>[CH3:1][C:2]1[CH:3]=[CH:4][C:5]2[C:6]3[C:10]=1[N:9]([CH2:11][C:12]1[CH:17]=[CH:16][CH:15]=[CH:14][CH:13]=1)[C:8](=[N:30][CH2:29][CH2:28][CH2:27][N:22]1[CH:26]=[CH:25][N:24]=[CH:23]1)[C:7]=3[CH:19]=[CH:20][CH:21]=2. Procedure details: A mixture of 2.9 g of (8-methyl-1-(phenylmethyl)benz[cd]indole-2(1H)-thione (Cq), 1.4 g of 1H-imidazole-1-propanamine, 250 ml of ethanol, 50 ml of dimethylformamide, and 3.5 g of mercuric acetate is reacted as described in Example 3, giving I.6 g of the desired product, mp 107°-109° C. The reactants are O1[C@@H](CO)[C@@H]1C1=CC(=CC=C1)C(=O)OC ((2S,3S)-2,3-epoxy-3-(3-methoxycarbonylphenyl)-propanol), C(Cl)Cl (methylene chloride). The solvent is CCCCCC.C(C)(=O)OCC (hexane ethyl acetate). Product: O1[C@@H](C=O)[C@@H]1C1=CC(=CC=C1)C(=O)OC ((2R,3S)-2,3-epoxy-3-(3-methoxycarbonylphenyl)-propanal). RXN SMILES: [O:1]1[C@@H:5]([C:6]2[CH:11]=[CH:10][CH:9]=[C:8]([C:12]([O:14][CH3:15])=[O:13])[CH:7]=2)[C@@H:2]1[CH2:3][OH:4].C(Cl)Cl>CCCCCC.C(OCC)(=O)C>[O:1]1[C@@H:5]([C:6]2[CH:11]=[CH:10][CH:9]=[C:8]([C:12]([O:14][CH3:15])=[O:13])[CH:7]=2)[C@@H:2]1[CH:3]=[O:4] |f:2.3|. Procedure: The title compound is prepared analogously to Example 5 from (2S,3S)-2,3-epoxy-3-(3-methoxycarbonylphenyl)-propanol; colourless oil; IR (methylene chloride): 2910, 2780, 1705, 1590, 1570, 1415, 1270, 1235 cm-1 ; Rf =0.36 (hexane/ethyl acetate 3:2). Reactants: COC(C[C@@H]1COC2=C1C=CC(=C2)O)=O (methyl((3S)-6-hydroxy-2,3-dihydro-1-benzofuran-3-yl)acetate), C1CCOC1 (THF), ClN1C(CCC1=O)=O (N-chlorosuccinimide). Solvent: O (water). Reaction conditions: time 8 hour. Yields the product COC(C[C@@H]1COC2=C1C=C(C(=C2)O)Cl)=O (Methyl((3S)-5-chloro-6-hydroxy-2,3-dihydro-1-benzofuran-3-yl)acetate). Isolated yield 72.6%. As a reaction SMILES: [CH3:1][O:2][C:3](=[O:15])[CH2:4][C@H:5]1[C:9]2[CH:10]=[CH:11][C:12]([OH:14])=[CH:13][C:8]=2[O:7][CH2:6]1.C1COCC1.[Cl:21]N1C(=O)CCC1=O>O>[CH3:1][O:2][C:3](=[O:15])[CH2:4][C@H:5]1[C:9]2[CH:10]=[C:11]([Cl:21])[C:12]([OH:14])=[CH:13][C:8]=2[O:7][CH2:6]1. Reported procedure: To a mixture of methyl((3S)-6-hydroxy-2,3-dihydro-1-benzofuran-3-yl)acetate (10.4 g) and THF (20 mL) was added N-chlorosuccinimide (6.67 g). The mixture was stirred at room temperature overnight. The mixture was poured into water and extracted with EtOAc. The organic layer was separated, washed successively with water and brine, dried over MgSO4 and concentrated in vacuo. The residue was purified by silica gel column chromatography (EtOAc/hexane) to give the title compound (8.8 g). Reactants: BrCC=1C(=NOC1C)C1=CC=C(C=C1)Br (4-bromomethyl-3-(4-bromo-phenyl)-5-methyl-isoxazole), C1(=CC=CC=C1)CCS (2-phenyl-ethanethiol). The product is BrC1=CC=C(C=C1)C1=NOC(=C1CSCCC1=CC=CC=C1)C (3-(4-Bromo-phenyl)-5-methyl-4-phenethylsulfanylmethyl-isoxazole). RXN SMILES: Br[CH2:2][C:3]1[C:4]([C:9]2[CH:14]=[CH:13][C:12]([Br:15])=[CH:11][CH:10]=2)=[N:5][O:6][C:7]=1[CH3:8].[C:16]1([CH2:22][CH2:23][SH:24])[CH:21]=[CH:20][CH:19]=[CH:18][CH:17]=1>>[Br:15][C:12]1[CH:13]=[CH:14][C:9]([C:4]2[C:3]([CH2:2][S:24][CH2:23][CH2:22][C:16]3[CH:21]=[CH:20][CH:19]=[CH:18][CH:17]=3)=[C:7]([CH3:8])[O:6][N:5]=2)=[CH:10][CH:11]=1. Reported procedure: Prepared according to the procedure described in Example 34, Step 4, using 4-bromomethyl-3-(4-bromo-phenyl)-5-methyl-isoxazole and 2-phenyl-ethanethiol.